describe an organic reaction: reactants, conditions, products, and yield From a dataset of the Open Reaction Database (ORD), a public repository of structured organic reaction records. The reactants are BrC=1C=C(C=CC1)C(C1=NC2=C(N1)C=CC(=C2)F)OC2CCN(CC2)C (2-[(3-bromophenyl)(1-methylpiperidin-4-yloxy)methyl]-5-fluoro-1H-benzimidazole), C(#CCCC)N1C(C=2C(C1=O)=CC=CC2)=O (N-pentynylphthalimide), C(C)NCC (diethylamine). The reagents and catalysts are catalyst, [Cu]I (copper (I) iodide). Solvent: CN(C=O)C (N,N-dimethylformamide). Reaction conditions: temperature 80 celsius, time 8 hour. Yields the product FC1=CC2=C(NC(=N2)C(C=2C=C(C=CC2)C#CCCCN2C(C3=CC=CC=C3C2=O)=O)OC2CCN(CC2)C)C=C1 (2-(5-{3-[(5-fluoro-1H-benzimidazol-2-yl)(1-methylpiperidin-4-yloxy)methyl]phenyl}pent-4-ynyl)isoindole-1,3-dione). Reaction SMILES: Br[C:2]1[CH:3]=[C:4]([CH:8]([O:19][CH:20]2[CH2:25][CH2:24][N:23]([CH3:26])[CH2:22][CH2:21]2)[C:9]2[NH:13][C:12]3[CH:14]=[CH:15][C:16]([F:18])=[CH:17][C:11]=3[N:10]=2)[CH:5]=[CH:6][CH:7]=1.[C:27]([N:32]1[C:36](=[O:37])[C:35]2=[CH:38][CH:39]=[CH:40][CH:41]=[C:34]2[C:33]1=[O:42])#[C:28][CH2:29][CH2:30][CH3:31].C(NCC)C>[Cu]I.CN(C)C=O>[F:18][C:16]1[CH:15]=[CH:14][C:12]2[NH:13][C:9]([CH:8]([O:19][CH:20]3[CH2:25][CH2:24][N:23]([CH3:26])[CH2:22][CH2:21]3)[C:4]3[CH:3]=[C:2]([C:31]#[C:30][CH2:29][CH2:28][CH2:27][N:32]4[C:33](=[O:42])[C:34]5[C:35](=[CH:38][CH:39]=[CH:40][CH:41]=5)[C:36]4=[O:37])[CH:7]=[CH:6][CH:5]=3)=[N:10][C:11]=2[CH:17]=1. Procedure: A screw-capped tube is charged with 2-[(3-bromophenyl)(1-methylpiperidin-4-yloxy)methyl]-5-fluoro-1H-benzimidazole (example 437D, 418 mg), PEPPSi-sono catalyst (19 mg), copper (I) iodide (38 mg), N-pentynylphthalimide (428 mg), diethylamine (880 μL) and N,N-dimethylformamide (1.5 mL). The tube is evacuated, filled with argon and sealed. The reaction mixture is stirred at 80° C. overnight. As the reaction is not completed, PEPPSi-sono catalyst (10 mg) and N-pentynylphthalimide (214 mg) are added,...